Dataset: the Open Reaction Database (ORD), a public repository of structured organic reaction records. Task: describe an organic reaction: reactants, conditions, products, and yield The reactants are C1CCOC1, C[Si](C)(C)Cl, [Li]CCCC, Ic1ccc(I)cc1, O=C1CCC2(CC1)OCCO2. Yields the product OC1(c2ccc(I)cc2)CCC2(CC1)OCCO2. As a reaction SMILES: [CH2:30]1[O:31][CH2:32][CH2:33][CH2:34]1.[CH3:25][Si:26]([Cl:27])([CH3:28])[CH3:29].[CH3:9][CH2:10][CH2:11][CH2:12][Li:13].[I:1][c:2]1[cH:3][cH:4][c:5]([I:8])[cH:6][cH:7]1.[O:14]1[CH2:15][CH2:16][O:17][C:18]12[CH2:19][CH2:20][C:21](=[O:24])[CH2:22][CH2:23]2>>[c:2]1([C:21]2([OH:24])[CH2:20][CH2:19][C:18]3([O:14][CH2:15][CH2:16][O:17]3)[CH2:23][CH2:22]2)[cH:3][cH:4][c:5]([I:8])[cH:6][cH:7]1. Reactants: COC1=CC=C(C=C1)SCCC(=O)O (3-(4-methoxyphenylthio)propionic acid), Cl.C(C)(C)(C)ON (t-butoxyamine hydrochloride), C(C)N=C=NCCCN(C)C (1-ethyl-3-(3-dimethylaminopropyl)-carbodiimide), ON1N=NC2=C1C=CC=C2 (1-hydroxybenzotriazole). The solvent is O (water), C(C)(=O)OCC (ethyl acetate), CN(C)C=O (DMF), C(C)N(CC)CC (triethylamine). Reaction conditions: time 16 hour. Yields the product C(C)(C)(C)ONC(CCSC1=CC=C(C=C1)OC)=O (N-t-butoxy-3-(4-methoxyphenylthio)propionamide). The yield is 101.1%. Reaction SMILES: [CH3:1][O:2][C:3]1[CH:8]=[CH:7][C:6]([S:9][CH2:10][CH2:11][C:12]([OH:14])=O)=[CH:5][CH:4]=1.Cl.[C:16]([O:20][NH2:21])([CH3:19])([CH3:18])[CH3:17].C(N=C=NCCCN(C)C)C.ON1C2C=CC=CC=2N=N1>CN(C=O)C.O.C(OCC)(=O)C.C(N(CC)CC)C>[C:16]([O:20][NH:21][C:12](=[O:14])[CH2:11][CH2:10][S:9][C:6]1[CH:5]=[CH:4][C:3]([O:2][CH3:1])=[CH:8][CH:7]=1)([CH3:19])([CH3:18])[CH3:17] |f:1.2|. Procedure: To a solution of the compound prepared in Example 8(11) (1.00 g) in DMF (20 ml), t-butoxyamine hydrochloride (652 mg), triethylamine (0.8 ml), 1-ethyl-3-(3-dimethylaminopropyl)-carbodiimide (EDC) hydrochloride (995 mg) and 1-hydroxybenzotriazole (HOBt) hydrate (795 mg) were added at 0° C. The mixture was stirred for 16 hours at room temperature. To the reaction mixture, ethyl acetate and water were added. The organic phase was washed with 0.1 N hydrochloric acid, a saturated aqueous solution of ... Run in CC(=O)C (acetone). The yield is 57.2%. The product is C1(CC1)O[C@@H]1[C@]2(C)[C@@H](CC1)[C@@H]1CCC3=CC(CC[C@]3(C)[C@H]1CC2)=O (17β-cyclopropyloxy-androst-4-en-3-one). Reaction SMILES: [CH:1]1([O:4][C@H:5]2[CH2:10][CH2:9][C@H:8]3[C@H:11]4[C@H:21]([CH2:22][CH2:23][C@:6]23[CH3:7])[C@:19]2([CH3:20])[C:14]([CH2:15][C@@H:16]([OH:24])[CH2:17][CH2:18]2)=[CH:13][CH2:12]4)[CH2:3][CH2:2]1.CC(C)=O.OS(O)(=O)=O.O=[Cr](=O)=O.CO>CC(C)=O>[CH:1]1([O:4][C@H:5]2[CH2:10][CH2:9][C@H:8]3[C@H:11]4[C@H:21]([CH2:22][CH2:23][C@:6]23[CH3:7])[C@:19]2([CH3:20])[C:14](=[CH:15][C:16](=[O:24])[CH2:17][CH2:18]2)[CH2:13][CH2:12]4)[CH2:2][CH2:3]1 |f:1.2.3|. Reactants: CC(=O)C.OS(=O)(=O)O.O=[Cr](=O)=O (Jones reagent), C1(CC1)O[C@@H]1[C@]2(C)[C@@H](CC1)[C@@H]1CC=C3C[C@H](CC[C@]3(C)[C@H]1CC2)O (17β-cyclopropyloxy-androst-5-en-3β-ol), CO (methanol). Procedure: A solution of 17β-cyclopropyloxy-androst-5-en-3β-ol (19.36 g, 58.9 mM) in acetone (1.9 L) is cooled to -3° C. and then treated with Jones reagent (20 ml). The excess reagent is decomposed with methanol. The solids are removed by filtration. The filtrate is concentrated to a green oil which is purified by flash chromatography on silica gel to give 17β-cyclopropyloxy-androst-4-en-3-one (11.0 g, 57%). Starting materials: C(C)(=O)NC1=CC=C(C=N1)[C@H](COS(=O)(=O)C1=CC=C(C=C1)C)O ((R)-toluene-4-sulfonic acid 2-(6-acetylamino-pyridin-3-yl)-2-hydroxy-ethyl ester), CC(C)([O-])C.[K+] (potassium t-butoxide). Solvent: C1CCOC1 (THF). Reaction conditions: time 40 minute. Product: O1[C@@H](C1)C=1C=CC(=NC1)NC(C)=O ((R)-N-(5-Oxiranyl-pyridin-2-yl)-acetamide). Reaction SMILES: [C:1]([NH:4][C:5]1[N:10]=[CH:9][C:8]([C@@H:11]([OH:24])[CH2:12]OS(C2C=CC(C)=CC=2)(=O)=O)=[CH:7][CH:6]=1)(=[O:3])[CH3:2].CC(C)([O-])C.[K+]>C1COCC1>[O:24]1[CH2:12][C@H:11]1[C:8]1[CH:7]=[CH:6][C:5]([NH:4][C:1](=[O:3])[CH3:2])=[N:10][CH:9]=1 |f:1.2|. Procedure details: A solution of (R)-toluene-4-sulfonic acid 2-(6-acetylamino-pyridin-3-yl)-2-hydroxy-ethyl ester (prepared as described in Preparation Four, 200 g, 0.57 mol) in THF (2.4 L) was cooled to −15° C. and potassium t-butoxide (542 ml, 0.542 mol, 1M in THF) was added slowly at −15° C. to −10° C. over a two hour period. Stirring was continued at −15° C. for an additional 40 minutes. The reaction mixture was filtered with the aid of Celite®. The filtration was done through cloth precoated with Celite®. The... Starting materials: [OH-].[K+] (Potassium hydroxide), C(C)(=O)O (acetic acid), FC(C1=CC=C(C=C1)C(SCC(=O)O)=S)(F)F ([((4-(Trifluoromethyl)phenyl)thioxomethyl)thio]acetic acid), O.NN (hydrazine hydrate). The solvent is O (water), CO (methanol). Run at time 4 hour. Product: C1=CC(=CC=C1C(=S)NN)C(F)(F)F (4-(Trifluoromethyl)phenylcarbothioic acid hydrazide). RXN SMILES: [F:1][C:2]([F:17])([F:16])[C:3]1[CH:8]=[CH:7][C:6]([C:9](=S)[S:10]CC(O)=O)=[CH:5][CH:4]=1.[OH-].[K+].O.[NH2:21][NH2:22].C(O)(=O)C>CO.O>[CH:5]1[C:6]([C:9]([NH:21][NH2:22])=[S:10])=[CH:7][CH:8]=[C:3]([C:2]([F:17])([F:16])[F:1])[CH:4]=1 |f:1.2,3.4|. Procedure: [((4-(Trifluoromethyl)phenyl)thioxomethyl)thio]acetic acid (6.7 g) was dissolved in methanol (50 ml). Potassium hydroxide (1.34 g) in water (15 ml) was added followed by hydrazine hydrate (1.28 ml). The mixture was stirred for 4 hours at room temperature. Glacial acetic acid was added until the pH was 5 and the solvent was removed under reduced pressure. The product was extracted with diethyl ether (250 ml) and the solvent was evaporated under reduced pressure. The resulting solid was crystallis... Starting materials: CC(C)(C)OC(=O)N1CCC(OC(=O)C(O)(c2ccccc2)C2CCCC2)C1, C1COCCO1, Cl. Yields the product Cl, O=C(OC1CCNC1)C(O)(c1ccccc1)C1CCCC1. Reaction SMILES: [C:1]([O:2][C:3](=[O:4])[N:8]1[CH2:9][CH:10]([O:13][C:14]([C:15]([c:16]2[cH:17][cH:18][cH:19][cH:20][cH:21]2)([OH:22])[CH:23]2[CH2:24][CH2:25][CH2:26][CH2:27]2)=[O:28])[CH2:11][CH2:12]1)([CH3:5])([CH3:6])[CH3:7].[CH2:30]1[O:31][CH2:32][CH2:33][O:34][CH2:35]1.[ClH:29]>>[ClH:29].[NH:8]1[CH2:9][CH:10]([O:13][C:14]([C:15]([c:16]2[cH:17][cH:18][cH:19][cH:20][cH:21]2)([OH:22])[CH:23]2[CH2:24][CH2:25][CH2:26][CH2:27]2)=[O:28])[CH2:11][CH2:12]1. The reactants are CO (methanol), Cl (HCl), COC(=O)C1=CN=C(S1)N1CCN(CC1)CCN (2-[4-(2-aminoethyl)-piperazin-1-yl]-thiazole-5-carboxylic acid methyl ester), Cl.NO (hydroxylamine hydrochloride), C[O-].[Na+] (sodium methoxide). Run in O1CCOCC1 (1,4-dioxane). Run at time 2 hour. The product is ONC(=O)C1=CN=C(S1)N1CCN(CC1)CCN (2-(4-(2-aminoethyl)-piperazin-1-yl)-thiazole-5-carboxylic acid hydroxyamide). RXN SMILES: C[O:2][C:3]([C:5]1[S:9][C:8]([N:10]2[CH2:15][CH2:14][N:13]([CH2:16][CH2:17][NH2:18])[CH2:12][CH2:11]2)=[N:7][CH:6]=1)=O.Cl.[NH2:20][OH:21].C[O-].[Na+].CO.Cl>O1CCOCC1>[OH:21][NH:20][C:3]([C:5]1[S:9][C:8]([N:10]2[CH2:15][CH2:14][N:13]([CH2:16][CH2:17][NH2:18])[CH2:12][CH2:11]2)=[N:7][CH:6]=1)=[O:2] |f:1.2,3.4|. Reported procedure: To a solution of compound 15d (125 mg, 0.462 mmol) in 1,4-dioxane (2 mL) were added hydroxylamine hydrochloride (321 mg, 4.62 mmol) and a freshly prepared solution of sodium methoxide in methanol (159 mg, 6.91 mmol of sodium dissolved in 1.5 mL of methanol) under a N2 atmosphere. The reaction mixture was stirred at room temperature for 2 h. The reaction mixture was acidified to pH˜6 with 1M HCl and the formed precipitates were filtered off. The filtrate was diluted with ethylacetate (5 mL) and w... Starting materials: CCOC(=O)c1cnc2nc(OCC)ccc2c1O, O=P(Cl)(Cl)Cl. Product: CCOC(=O)c1cnc2nc(OCC)ccc2c1Cl. As a reaction SMILES: [CH2:1]([CH3:2])[O:3][c:4]1[cH:5][cH:6][c:7]2[c:8]([OH:19])[c:9]([C:14](=[O:15])[O:16][CH2:17][CH3:18])[cH:10][n:11][c:12]2[n:13]1.[P:20]([Cl:21])([Cl:22])([Cl:23])=[O:24]>>[CH2:1]([CH3:2])[O:3][c:4]1[cH:5][cH:6][c:7]2[c:8]([Cl:22])[c:9]([C:14](=[O:15])[O:16][CH2:17][CH3:18])[cH:10][n:11][c:12]2[n:13]1. Reactants: CCOCC, CCO, ClC(Cl)Cl, O=Cc1cc(OCCCCS(=O)(=O)c2ccccc2)ccc1[N+](=O)[O-], [Na], CCOP(=O)(OCC)C1NC(=O)NC1=O. Product: O=C1NC(=O)C(=Cc2cc(OCCCCS(=O)(=O)c3ccccc3)ccc2[N+](=O)[O-])N1. Reaction SMILES: [CH3:42][CH2:43][O:44][CH2:45][CH3:46].[CH3:47][CH2:48][OH:49].[CH:50]([Cl:51])([Cl:52])[Cl:53].[N+:17](=[O:18])([O-:19])[c:20]1[c:21]([CH:22]=[O:23])[cH:24][c:25]([O:28][CH2:29][CH2:30][CH2:31][CH2:32][S:33](=[O:34])(=[O:35])[c:36]2[cH:37][cH:38][cH:39][cH:40][cH:41]2)[cH:26][cH:27]1.[Na:1].[O:2]=[C:3]1[NH:4][CH:5]([P:9]([O:10][CH2:11][CH3:12])(=[O:13])[O:14][CH2:15][CH3:16])[C:6](=[O:8])[NH:7]1>>[O:2]=[C:3]1[NH:4][C:5](=[CH:22][c:21]2[c:20]([N+:17](=[O:18])[O-:19])[cH:27][cH:26][c:25]([O:28][CH2:29][CH2:30][CH2:31][CH2:32][S:33](=[O:34])(=[O:35])[c:36]3[cH:37][cH:38][cH:39][cH:40][cH:41]3)[cH:24]2)[C:6](=[O:8])[NH:7]1. Starting materials: [I-].[Na+] (sodium iodide), C1(CCCCC1)C(=O)Cl (cyclohexanecarbonyl chloride). The solvent is C(C)#N (acetonitrile). Conditions: temperature 0 celsius, time 30 minute. Product: C1(CCCCC1)C(=O)I (cyclohexanecarbonyl iodide). Yield: 61.6%. As a reaction SMILES: [I-:1].[Na+].[CH:3]1([C:9](Cl)=[O:10])[CH2:8][CH2:7][CH2:6][CH2:5][CH2:4]1>C(#N)C>[CH:3]1([C:9]([I:1])=[O:10])[CH2:8][CH2:7][CH2:6][CH2:5][CH2:4]1 |f:0.1|. Reported procedure: In 80 ml of acetonitrile is dissolved 6 g of sodium iodide and, then, 5 g of cyclohexanecarbonyl chloride is added dropwise to the solution under ice-cooling. This mixture is stirred at 0° C. for 30 minutes. Then, insoluble matters are removed by filtration and the filtrate is concentrated under reduced pressure. To the residue is added 20 ml of petroleum ether and insoluble matters are removed by filtration and the filtrate is subjected to distillation under reduced pressure to obtain 5.0 g of ...